From a dataset of the Open Reaction Database (ORD), a public repository of structured organic reaction records. describe an organic reaction: reactants, conditions, products, and yield Reactants: ClC1=C(C=C(C=C1)N1[C@H](C(N(CC1)CCCC(=O)O)=O)C)OC(F)(F)F (4-[(S)-4-(4-Chloro-3-trifluoromethoxy-phenyl)-3-methyl-2-oxo-piperazin-1-yl]-butyric acid), C1CC12[C@@H](CNCC2)O ((S)-6-aza-spiro[2.5]octan-4-ol). Product: Cl.C1CC12[C@@H](CNCC2)O ((S)-6-aza-spiro[2.5]octan-4-ol. hydrochloride). RXN SMILES: [Cl:1][C:2]1[CH:7]=C[C:5]([N:8]2CCN(CCCC(O)=O)[C:10](=[O:20])[C@@H:9]2C)=[CH:4][C:3]=1OC(F)(F)F.C1C2(CCNC[C@H]2O)C1>>[ClH:1].[CH2:2]1[C:3]2([CH2:4][CH2:5][NH:8][CH2:9][C@H:10]2[OH:20])[CH2:7]1 |f:2.3|. Procedure details: In analogy to the procedure described in Example 15, 4-[(S)-4-(4-Chloro-3-trifluoromethoxy-phenyl)-3-methyl-2-oxo-piperazin-1-yl]-butyric acid (22% ee) and 1.1 eq. of (S)-6-aza-spiro[2.5]octan-4-ol; hydrochloride (intermediate 2) gave after precipitation (Et2O/n-pentane) the titled compound in 63% yield as light yellow foam. MS: 504.19 (MH+, Cl). Reactants: C(C)(C)(C)OC(=O)N1C[C@@H](CC1)C1=CC=C(C=C1)SCC[Si](C)(C)C ((S)-3-[4-(2-trimethylsilanyl-ethylsulfanyl)-phenyl]-pyrrolidine-1-carboxylic acid tert-butyl ester), [F-].C(CCC)[N+](CCCC)(CCCC)CCCC (tetrabutylammoniumfluoride), OS(=O)(=O)[O-].[K+].[O-]S(=O)(=O)[O-].[Na+].[Na+] (KHSO4 Na2SO4). Run at time 8 hour. Product: C(C)(C)(C)OC(=O)N1C[C@@H](CC1)C1=CC=C(C=C1)S ((S)-3-(4-mercapto-phenyl)-pyrrolidine-1-carboxylic acid tert-butyl ester). Isolated yield 63.8%. RXN SMILES: [C:1]([O:5][C:6]([N:8]1[CH2:12][CH2:11][C@@H:10]([C:13]2[CH:18]=[CH:17][C:16]([S:19]CC[Si](C)(C)C)=[CH:15][CH:14]=2)[CH2:9]1)=[O:7])([CH3:4])([CH3:3])[CH3:2].[F-].C([N+](CCCC)(CCCC)CCCC)CCC.OS([O-])(=O)=O.[K+].[O-]S([O-])(=O)=O.[Na+].[Na+]>>[C:1]([O:5][C:6]([N:8]1[CH2:12][CH2:11][C@@H:10]([C:13]2[CH:18]=[CH:17][C:16]([SH:19])=[CH:15][CH:14]=2)[CH2:9]1)=[O:7])([CH3:4])([CH3:2])[CH3:3] |f:1.2,3.4.5.6.7|. Procedure: A mixture of (S)-3-[4-(2-trimethylsilanyl-ethylsulfanyl)-phenyl]-pyrrolidine-1-carboxylic acid tert-butyl ester (613 mg, 1.615 mmol) and tetrabutylammoniumfluoride (1.0 M in THF, 10.5 mL) was stirred overnight. A solution of 10% KHSO4/Na2SO4 was then added and the resulting mixture was extracted with EtOAc. The combined organic extracts were washed with brine, dried over Na2SO4, filtered, and evaporated under reduced pressure. The residue was purified via flash chromatography (hexane/EtOAc, 91/9... Reactants: FC=1C=C(C=C(C1[N+](=O)[O-])F)CC(=O)O ((3,5-difluoro-4-nitrophenyl)acetic acid), C([O-])([O-])=O.[K+].[K+] (potassium carbonate). Run in CN(C)C=O (DMF). Conditions: temperature 50 celsius, time 10 minute. The product is FC1=C(C(=CC(=C1)C)F)[N+](=O)[O-] (1,3-difluoro-5-methyl-2-nitrobenzene), solid. Reaction SMILES: [F:1][C:2]1[CH:3]=[C:4]([CH2:12]C(O)=O)[CH:5]=[C:6]([F:11])[C:7]=1[N+:8]([O-:10])=[O:9].C(=O)([O-])[O-].[K+].[K+]>CN(C=O)C>[F:1][C:2]1[CH:3]=[C:4]([CH3:12])[CH:5]=[C:6]([F:11])[C:7]=1[N+:8]([O-:10])=[O:9] |f:1.2.3|. Procedure details: A mixture of (3,5-difluoro-4-nitrophenyl)acetic acid (41 g), potassium carbonate (24.6 g) and DMF (205 ml) was slowly heated to about 50° C. for 30 minutes. The reaction was then cooled to about 25° C. and quenched into 2M HCl (1025 ml) and hexane (400 ml) and stirred for 10 minutes. The layers were separated and the aqueous layer was extracted with hexane (400 ml). The combined hexane layers were washed with saturated brine (2×200 ml), then dried with anhydrous sodium sulphate and the solution ... Starting materials: CC(=O)O, COCN1c2cc(-c3nnn[nH]3)ccc2Sc2nccnc21. The product is c1cnc2c(n1)Nc1cc(-c3nnn[nH]3)ccc1S2. Reaction SMILES: [CH3:23][C:24](=[O:25])[OH:26].[nH:1]1[n:2][n:3][n:4][c:5]1-[c:6]1[cH:7][cH:8][c:9]2[c:10]([cH:22]1)[N:11]([CH2:19][O:20][CH3:21])[c:12]1[c:13]([n:15][cH:16][cH:17][n:18]1)[S:14]2>>[nH:1]1[n:2][n:3][n:4][c:5]1-[c:6]1[cH:7][cH:8][c:9]2[c:10]([cH:22]1)[NH:11][c:12]1[c:13]([n:15][cH:16][cH:17][n:18]1)[S:14]2. Reactants: CC(=O)OC1N=C(c2ccccc2F)c2cccc(C(C)C)c2NC1=O, O=C1NC(=O)c2ccccc21, CN(C)C=O, [I-], [K], [Na+]. Yields the product CC(C)c1cccc2c1NC(=O)C(N1C(=O)c3ccccc3C1=O)N=C2c1ccccc1F. As a reaction SMILES: [C:1]([O:2][CH:5]1[C:6](=[O:26])[NH:7][c:8]2[c:9]([cH:19][cH:20][cH:21][c:22]2[CH:23]([CH3:24])[CH3:25])[C:10]([c:12]2[c:13]([F:18])[cH:14][cH:15][cH:16][cH:17]2)=[N:11]1)(=[O:3])[CH3:4].[C:30]1(=[O:40])[c:31]2[c:32]([cH:36][cH:37][cH:38][cH:39]2)[C:33](=[O:35])[NH:34]1.[CH3:41][N:42]([CH3:43])[CH:44]=[O:45].[I-:28].[K:29].[Na+:27]>>[CH:5]1([N:34]2[C:30](=[O:40])[c:31]3[c:32]([cH:36][cH:37][cH:38][cH:39]3)[C:33]2=[O:35])[C:6](=[O:26])[NH:7][c:8]2[c:9]([cH:19][cH:20][cH:21][c:22]2[CH:23]([CH3:24])[CH3:25])[C:10]([c:12]2[c:13]([F:18])[cH:14][cH:15][cH:16][cH:17]2)=[N:11]1.